This data is from the Open Reaction Database (ORD), a public repository of structured organic reaction records. The task is: describe an organic reaction: reactants, conditions, products, and yield Starting materials: COC(/C=C(\C)/[O-])=O.[Na+] (sodium (2E)-4-methoxy-4-oxo-2-buten-2-olate), [I-].[K+] (potassium iodide), BrC/C=C/C1=CC=CC=C1 ([(1E)-3-bromo-1-propenyl]benzene). Product: C(C)(=O)C(C(=O)OC)C\C=C\C1=CC=CC=C1 (methyl (4E)-2-acetyl-5-phenyl-4-pentenoate). RXN SMILES: [CH3:1][O:2][C:3](=[O:8])/[CH:4]=[C:5](/[O-:7])\[CH3:6].[Na+].[I-].[K+].Br[CH2:13]/[CH:14]=[CH:15]/[C:16]1[CH:21]=[CH:20][CH:19]=[CH:18][CH:17]=1>>[C:5]([CH:4]([CH2:13]/[CH:14]=[CH:15]/[C:16]1[CH:21]=[CH:20][CH:19]=[CH:18][CH:17]=1)[C:3]([O:2][CH3:1])=[O:8])(=[O:7])[CH3:6] |f:0.1,2.3|. Procedure details: Analogously to Example 28A, 10 g (72.4 mmol) of sodium (2E)-4-methoxy-4-oxo-2-buten-2-olate and 0.40 g (2.41 mmol) of potassium iodide are reacted with 14.3 g (72.4 mmol) of [(1E)-3-bromo-1-propenyl]benzene to give methyl (4E)-2-acetyl-5-phenyl-4-pentenoate. The reactants are ClC1=NC(=NC2=C(C=CC=C12)Br)C(C1=NC=C(C=C1)F)(F)F (4-chloro-2-[difluoro-(5-fluoro-pyridin-2-yl)-methyl]-8-bromo-quinazoline), C(C)(C)(C)OC(=O)N1N=C(C=C1C)N (3-amino-5-methyl-pyrazole-1-carboxylic acid tert-butyl ester), CC(=O)O (HOAc). The solvent is CC(=O)N(C)C (DMA). Conditions: temperature 100 celsius. Yields the product BrC=1C=CC=C2C(=NC(=NC12)C(C1=NC=C(C=C1)F)(F)F)NC1=NNC(=C1)C (8-bromo-2-(difluoro(5-fluoropyridin-2-yl)methyl)-N-(5-methyl-1H-pyrazol-3-yl)quinazolin-4-amine). The yield is 21.8%. Reaction SMILES: Cl[C:2]1[C:11]2[C:6](=[C:7]([Br:12])[CH:8]=[CH:9][CH:10]=2)[N:5]=[C:4]([C:13]([F:22])([F:21])[C:14]2[CH:19]=[CH:18][C:17]([F:20])=[CH:16][N:15]=2)[N:3]=1.C(OC([N:30]1[C:34]([CH3:35])=[CH:33][C:32]([NH2:36])=[N:31]1)=O)(C)(C)C.CC(O)=O>CC(N(C)C)=O>[Br:12][C:7]1[CH:8]=[CH:9][CH:10]=[C:11]2[C:6]=1[N:5]=[C:4]([C:13]([F:22])([F:21])[C:14]1[CH:19]=[CH:18][C:17]([F:20])=[CH:16][N:15]=1)[N:3]=[C:2]2[NH:36][C:32]1[CH:33]=[C:34]([CH3:35])[NH:30][N:31]=1. Procedure details: To 4-chloro-2-[difluoro-(5-fluoro-pyridin-2-yl)-methyl]-8-bromo-quinazoline (0.19 g, 0.49 mmol) in DMA (1.0 mL) were added 3-amino-5-methyl-pyrazole-1-carboxylic acid tert-butyl ester (0.30 g, 1.53 mmol) and HOAc (0.065 mL, 1.1 mmol) and the mixture was heated to 100° C. for 5 h. The mixture was allowed to cool to rt and purified by reverse phase HPLC (ammonium acetate modifier). Fraction 1 containing pure product was treated with saturated aq NaHCO3 (2-4 mL) and concentrated under reduced press... RXN SMILES: [OH:1][C:2]1[CH:7]=[C:6]([N:8]2[CH:12]=[CH:11][CH:10]=[CH:9]2)[C:5]([CH3:13])=[CH:4][C:3]=1[CH:14]([CH3:17])[CH:15]=[CH2:16].[C:18](OC(=O)C)(=[O:20])[CH3:19]>N1C=CC=CC=1>[C:18]([O:1][C:2]1[CH:7]=[C:6]([N:8]2[CH:9]=[CH:10][CH:11]=[CH:12]2)[C:5]([CH3:13])=[CH:4][C:3]=1[CH:14]([CH3:17])[CH:15]=[CH2:16])(=[O:20])[CH3:19]. Reaction conditions: time 2 hour. The reagents and catalysts are N1=CC=CC=C1 (pyridine). Starting materials: OC1=C(C=C(C(=C1)N1C=CC=C1)C)C(C=C)C (3-[2-hydroxy-5-methyl-4-(pyrrol-1-yl)-phenyl]-1-butene), C(C)(=O)OC(C)=O (acetic anhydride). Procedure details: A few drops of pyridine are added to a solution of 26.7 g (0.12 mole) of 3-[2-hydroxy-5-methyl-4-(pyrrol-1-yl)-phenyl]-1-butene in 370 ml of acetic anhydride and the mixture is stirred at room temperature for 2 hours. The reaction mixture is poured onto ice and extracted three times with methylene chloride. The methylene chloride phases are washed with dilute sodium bicarbonate solution, then with water, until neutral, are combined, dried over sodium sulphate and concentrated in a vacuum rotary ... Yields the product C(C)(=O)OC1=C(C=C(C(=C1)N1C=CC=C1)C)C(C=C)C (3-[2-acetoxy-5-methyl-4-(pyrrol-1-yl)-phenyl]-1-butene). The reactants are ClC1=CC=C(N)C=C1 (4-chloroaniline), NC=1C=C(C(=O)NC2=CC(=C(C=C2)F)F)C=CC1OC (3-amino-N-(3,4-difluoro-phenyl)-4-methoxy-benzamide). The product is title compound, C(C1=CC=CC=C1)(=O)N (benzamide). The yield is 47.2%. RXN SMILES: ClC1C=CC(N)=CC=1.N[C:10]1[CH:11]=[C:12]([CH:24]=[CH:25][C:26]=1OC)[C:13]([NH:15]C1C=CC(F)=C(F)C=1)=[O:14]>>[C:13]([NH2:15])(=[O:14])[C:12]1[CH:24]=[CH:25][CH:26]=[CH:10][CH:11]=1. Procedure details: The title compound was synthesized as in Example 1 using 4-chloroaniline (1.0 g, 8.1 mmol), CSI (0.85 mL, 9.8 mmol), and 3-amino-N-(3,4-difluoro-phenyl)-4-methoxy-benzamide (1.17 g, 4.2 mmol) to give 0.24 g of benzamide, 3-[[[[[(4-chlorophenyl)amino]carbonyl]amino]sulfonyl]amino]-N-(3,4-difluorophenyl)-4-methoxy-. Microanalysis: C21H17ClF2N4O5S; calculated: C=49.37; H=3.35; N=10.97. found: C=49.15; H=3.17; N=10.70. MS: M++1=511 Da. Mp 195-198° C. Reaction SMILES: [CH3:10][I:11].[CH3:12][CH2:13][OH:14].[F:1][C:2]([CH2:3][NH:4][C:5](=[S:6])[NH2:7])([F:8])[F:9]>>[F:1][C:2]([CH2:3][NH:4][C:5]([S:6][CH3:10])=[NH:7])([F:8])[F:9].[IH:11]. Starting materials: CI, CCO, NC(=S)NCC(F)(F)F. Product: CSC(=N)NCC(F)(F)F, I. Reactants: ClC1=CC2=C(C=3C(CN=C2C2=C(C=CC=C2)Cl)=CNC3)C=C1 (8-chloro-6-(2-chlorophenyl)-2H,4H-pyrrolo[3,4-d][2]benzazepine), CC(C)([O-])C.[K+] (potassium t-butoxide), ClC(=O)OC (methyl chloroformate). The solvent is O (water), CN(C=O)C (dimethylformamide). Conditions: time 15 minute. The product is COC(=O)N1C=C2CN=C(C3=C(C2=C1)C=CC(=C3)Cl)C3=C(C=CC=C3)Cl (8-Chloro-6-(2-chlorophenyl)-2H,4H-pyrrolo[3,4-d][2]benzazepine-2-carboxylic acid methyl ester). As a reaction SMILES: [Cl:1][C:2]1[CH:22]=[CH:21][C:5]2[C:6]3[C:7](=[CH:18][NH:19][CH:20]=3)[CH2:8][N:9]=[C:10]([C:11]3[CH:16]=[CH:15][CH:14]=[CH:13][C:12]=3[Cl:17])[C:4]=2[CH:3]=1.CC(C)([O-])C.[K+].Cl[C:30]([O:32][CH3:33])=[O:31]>CN(C)C=O.O>[CH3:33][O:32][C:30]([N:19]1[CH:20]=[C:6]2[C:7]([CH2:8][N:9]=[C:10]([C:11]3[CH:16]=[CH:15][CH:14]=[CH:13][C:12]=3[Cl:17])[C:4]3[CH:3]=[C:2]([Cl:1])[CH:22]=[CH:21][C:5]=32)=[CH:18]1)=[O:31] |f:1.2|. Procedure details: In one portion 6.0 g (18.3 mmol) of 8-chloro-6-(2-chlorophenyl)-2H,4H-pyrrolo[3,4-d][2]benzazepine was added to a solution of 3.0 g (26.5 mmol) of potassium t-butoxide in 50 ml of dimethylformamide which was cooled to 0°. When solution was complete 1.8 ml (2.3 g; 24.5 mmol) of methyl chloroformate was added and the resulting mixture was stirred for 15 min. The mixture was diluted with 150 ml of water and the resulting precipitate was collected by filtration. The precipitate was dissolved in meth...